describe an organic reaction: reactants, conditions, products, and yield From a dataset of the Open Reaction Database (ORD), a public repository of structured organic reaction records. Starting materials: CC1=C2N=CN(C2=NC=N1)[C@H]1[C@H](O)[C@H](O)[C@@H](O1)CI (6-Methyl-9-(5-deoxy-5-iodo-α-L-lyxofuranosyl)purine), N(=NC(C#N)(C)C)C(C#N)(C)C (2,2′-azobisisobutyronitrile), C(CCC)[SnH](CCCC)CCCC (tributyltin hydride). Solvent: O1CCCC1 (tetrahydrofuran). Product: CC1=C2N=CN(C2=NC=N1)[C@H]1[C@H](O)[C@H](O)[C@@H](O1)C (6-Methyl-9-(5-deoxy-α-L-lyxofuranosyl)purine). As a reaction SMILES: [CH3:1][C:2]1[N:10]=[CH:9][N:8]=[C:7]2[C:3]=1[N:4]=[CH:5][N:6]2[C@@H:11]1[O:17][C@@H:16]([CH2:18]I)[C@@H:14]([OH:15])[C@H:12]1[OH:13].N(C(C)(C)C#N)=NC(C)(C)C#N.C([SnH](CCCC)CCCC)CCC>O1CCCC1>[CH3:1][C:2]1[N:10]=[CH:9][N:8]=[C:7]2[C:3]=1[N:4]=[CH:5][N:6]2[C@@H:11]1[O:17][C@@H:16]([CH3:18])[C@@H:14]([OH:15])[C@H:12]1[OH:13]. Reported procedure: To a solution of 1e (80 mg, 0.21 mmol) in anhydrous tetrahydrofuran (12.5 ml) under argon is added 2,2′-azobisisobutyronitrile (AIBN) (38 mg, 0.23 mmol) followed by tributyltin hydride (215 μl, 0.78 mmol). The reaction solution is placed in an 80° C. bath, refluxed 3.5 h, and evaporated to a solid. This material is purified by preparative TLC (Analtech GF, 10×20 cm, 1,000μ) with 9:1 CHCl3/MeOH as solvent. Pure 1f crystallized in two crops from acetonitrile as a white solid. As a reaction SMILES: [NH2:1][CH:2]([C:9]1[CH:14]=[CH:13][CH:12]=[CH:11][CH:10]=1)[C:3]1[CH:8]=[CH:7][CH:6]=[CH:5][CH:4]=1.[CH3:15][C@@:16]12[C:24](=O)[CH2:23][CH2:22][C@H:21]1[C@@H:20]1[CH2:26][CH2:27][C:28]3[CH:33]=[C:32]([O:34][CH3:35])[CH:31]=[CH:30][C:29]=3[C@H:19]1[CH2:18][CH2:17]2.C([BH3-])#N.[Na+]>CO.C(O)(=O)C.C1COCC1>[C:9]1([CH:2]([C:3]2[CH:8]=[CH:7][CH:6]=[CH:5][CH:4]=2)[NH:1][C@H:24]2[CH2:23][CH2:22][C@H:21]3[C@H:20]4[C@H:19]([CH2:18][CH2:17][C@:16]23[CH3:15])[C:29]2[CH:30]=[CH:31][C:32]([O:34][CH3:35])=[CH:33][C:28]=2[CH2:27][CH2:26]4)[CH:14]=[CH:13][CH:12]=[CH:11][CH:10]=1 |f:2.3|. Reactants: amine, NC(C1=CC=CC=C1)C1=CC=CC=C1 (aminodiphenylmethane), C(#N)[BH3-].[Na+] (sodium cyanoborohydride), C[C@]12CC[C@H]3[C@H]([C@@H]1CCC2=O)CCC4=C3C=CC(=C4)OC (estrone methyl ether). Solvent: C(C)(=O)O (acetic acid), C(C)(=O)O (acetic acid), C1CCOC1 (THF), CO (methanol). The product is C1(=CC=CC=C1)C(N[C@@H]1[C@]2(C)[C@@H](CC1)[C@@H]1CCC=3C=C(C=CC3[C@H]1CC2)OC)C2=CC=CC=C2 (N-Diphenylmethyl-3-methoxyestra-1,3,5(10)-trien-17β-amine). Run at time 8 day. Procedure: A solution of aminodiphenylmethane (5.50 g) in methanol (100 ml) was stirred at room temperature. Added sequentially to this solution were glacial acetic acid (1.8 ml, 1.8 g), estrone methyl ether (8.52 g), sodium cyanoborohydride (2.3 g), and THF (80 ml). The mixture was stirred at room temperature for 8 days. Additional NaB(CN)H3 (1.5 g), amine (5.5 g), and acetic acid (1.8 g) were added after four days of the reaction time. Excess solvent was removed under reduced pressure and water (300 ml) ... Starting materials: C=CC1=CC=CC=C1 (styrene), CC=CC1=CC=CC=C1 (methyl styrene), C1(CCCCCN1)=O (caprolactam), CC(C)(C#N)N=NC(C)(C)C#N (AIBN). Yields the product C=CC1=CC=CC=C1.CC=CC1=CC=CC=C1 (styrene methyl styrene), C1(CCCCCN1)=O (caprolactam). Reaction SMILES: [CH2:1]=[CH:2][C:3]1[CH:8]=[CH:7][CH:6]=[CH:5][CH:4]=1.[CH3:9][CH:10]=[CH:11][C:12]1[CH:17]=[CH:16][CH:15]=[CH:14][CH:13]=1.[C:18]1(=[O:25])[NH:24][CH2:23][CH2:22][CH2:21][CH2:20][CH2:19]1.CC(N=NC(C#N)(C)C)(C#N)C>>[CH2:1]=[CH:2][C:3]1[CH:8]=[CH:7][CH:6]=[CH:5][CH:4]=1.[CH3:9][CH:10]=[CH:11][C:12]1[CH:17]=[CH:16][CH:15]=[CH:14][CH:13]=1.[C:18]1(=[O:25])[NH:24][CH2:23][CH2:22][CH2:21][CH2:20][CH2:19]1 |f:4.5|. Procedure: A mixture of styrene and methyl styrene (40 weight %, including 30 weight % styrene and 10 weight % methyl styrene) and molten caprolactam were mixed and stirred at a constant temperature of 100° C., and 0.05 weight % AIBN was added to initiate the free radical polymerization, giving a solution of styrene-methyl styrene co-polymer/caprolactam. Starting materials: C[Si](Cl)(C)C (trimethylchlorosilane), C(#N)[BH3-].[Na+] (sodium cyanoborohydride), C(C)(=O)OC1C(OC(C(C1OC(C)=O)OC(C)=O)COC(C)=O)OC1=C(SC(=C1)C(C)C)C(C1=CC=C(C=C1)OC)=O ((4,5-diacetoxy-6-acetoxymethyl-2-[5-isopropyl-2-(4-methoxy-benzoyl)-thiophen-3-yloxy]-tetrahydro-pyran-3-yl) acetate). Run in C(C)#N (acetonitrile). Reaction conditions: temperature 0 celsius, time 2 hour. Product: C(C)(=O)OC1C(OC(C(C1OC(C)=O)OC(C)=O)COC(C)=O)OC1=C(SC(=C1)C(C)C)CC1=CC=C(C=C1)OC ((4,5-Diacetoxy-6-acetoxymethyl-2-[5-isopropyl-2-(4-methoxy-benzyl)-thiophen-3-yloxy]-tetrahydro-pyran-3-yl) acetate). As a reaction SMILES: [C:1]([O:4][CH:5]1[CH:10]([O:11][C:12](=[O:14])[CH3:13])[CH:9]([O:15][C:16](=[O:18])[CH3:17])[CH:8]([CH2:19][O:20][C:21](=[O:23])[CH3:22])[O:7][CH:6]1[O:24][C:25]1[CH:29]=[C:28]([CH:30]([CH3:32])[CH3:31])[S:27][C:26]=1[C:33](=O)[C:34]1[CH:39]=[CH:38][C:37]([O:40][CH3:41])=[CH:36][CH:35]=1)(=[O:3])[CH3:2].C[Si](C)(C)Cl.C([BH3-])#N.[Na+]>C(#N)C>[C:1]([O:4][CH:5]1[CH:10]([O:11][C:12](=[O:14])[CH3:13])[CH:9]([O:15][C:16](=[O:18])[CH3:17])[CH:8]([CH2:19][O:20][C:21](=[O:23])[CH3:22])[O:7][CH:6]1[O:24][C:25]1[CH:29]=[C:28]([CH:30]([CH3:32])[CH3:31])[S:27][C:26]=1[CH2:33][C:34]1[CH:35]=[CH:36][C:37]([O:40][CH3:41])=[CH:38][CH:39]=1)(=[O:3])[CH3:2] |f:2.3|. Reported procedure: 630 mg of (4,5-diacetoxy-6-acetoxymethyl-2-[5-isopropyl-2-(4-methoxy-benzoyl)-thiophen-3-yloxy]-tetrahydro-pyran-3-yl) acetate were dissolved in 30 ml of acetonitrile and cooled to 0° C. in an ice bath. 1.31 ml of trimethylchlorosilane and 652 mg of sodium cyanoborohydride were added, the ice bath was removed and the reaction was stirred for 2 h. 100 ml of water were added to the reaction mixture, which was extracted twice with 70 ml of dichloromethane each time. The combined organic phases were...